Dataset: the Open Reaction Database (ORD), a public repository of structured organic reaction records. Task: describe an organic reaction: reactants, conditions, products, and yield Reactants: FC(C1=CC=C(C=C1)C1=NSC2=C1C=CC(=C2)CCCOS(=O)(=O)C)(F)F (Methanesulfonic acid 3-[3-(4-trifluoromethyl-phenyl)-benzo[d]isothiazol-6-yl]-propyl ester), C(C)NCCO (2-ethylaminoethanol). Product: C(C)N(CCO)CCCC1=CC2=C(C(=NS2)C2=CC=C(C=C2)C(F)(F)F)C=C1 (2-(Ethyl-{3-[3-(4-trifluoromethyl-phenyl)-benzo[d]isothiazol-6-yl]-propyl}-amino)-ethanol). Reaction SMILES: [F:1][C:2]([F:27])([F:26])[C:3]1[CH:8]=[CH:7][C:6]([C:9]2[C:13]3[CH:14]=[CH:15][C:16]([CH2:18][CH2:19][CH2:20]OS(C)(=O)=O)=[CH:17][C:12]=3[S:11][N:10]=2)=[CH:5][CH:4]=1.[CH2:28]([NH:30][CH2:31][CH2:32][OH:33])[CH3:29]>>[CH2:28]([N:30]([CH2:20][CH2:19][CH2:18][C:16]1[CH:15]=[CH:14][C:13]2[C:9]([C:6]3[CH:5]=[CH:4][C:3]([C:2]([F:27])([F:1])[F:26])=[CH:8][CH:7]=3)=[N:10][S:11][C:12]=2[CH:17]=1)[CH2:31][CH2:32][OH:33])[CH3:29]. Reported procedure: In analogy to example 17.1; Methanesulfonic acid 3-[3-(4-trifluoromethyl-phenyl)-benzo[d]isothiazol-6-yl]-propyl ester and 2-ethylaminoethanol were converted to yield 2-(Ethyl-{3-[3-(4-trifluoromethyl-phenyl)-benzo[d]isothiazol-6-yl]-propyl}-amino)-ethanol as light brown oil, MS: 409 (MH+). Starting materials: FC=1C=C(C=C(C1)F)CC(=O)N[C@@H](C)C(=O)O (N-(3,5-difluorophenylacetyl)-L-alanine), NC1C(OC(C2=CC=CC=C12)(C)C)=O (4-amino-1,1-dimethyl-3-isochromanone). Product: FC=1C=C(C=C(C1)F)CC(=O)N[C@@H](C)C(=O)NC1C(OC(C2=CC=CC=C12)(C)C)=O (4-(N′-(3,5-Difluorophenylacetyl)-L-alaninyl)amino-1,1-dimethyl-3-isochromanone). RXN SMILES: [F:1][C:2]1[CH:3]=[C:4]([CH2:9][C:10]([NH:12][C@H:13]([C:15]([OH:17])=O)[CH3:14])=[O:11])[CH:5]=[C:6]([F:8])[CH:7]=1.[NH2:18][CH:19]1[C:28]2[C:23](=[CH:24][CH:25]=[CH:26][CH:27]=2)[C:22]([CH3:30])([CH3:29])[O:21][C:20]1=[O:31]>>[F:8][C:6]1[CH:5]=[C:4]([CH2:9][C:10]([NH:12][C@H:13]([C:15]([NH:18][CH:19]2[C:28]3[C:23](=[CH:24][CH:25]=[CH:26][CH:27]=3)[C:22]([CH3:29])([CH3:30])[O:21][C:20]2=[O:31])=[O:17])[CH3:14])=[O:11])[CH:3]=[C:2]([F:1])[CH:7]=1. Reported procedure: Following General Procedure A above using N-(3,5-difluorophenylacetyl)-L-alanine and 4-amino-1,1-dimethyl-3-isochromanone, the title compound could be prepared.